Dataset: the Open Reaction Database (ORD), a public repository of structured organic reaction records. Task: describe an organic reaction: reactants, conditions, products, and yield Starting materials: CCCCCC (hexane), NC1=CC(=NN1C1=C(C=C(C=C1Cl)C(F)(F)F)Cl)C#N (5-amino-3-cyano-1-(2,6-dichloro-4-trifluoromethylphenyl)pyrazole), IN1C(CCC1=O)=O (N-iodosuccinimide). Run in C(C)#N (acetonitrile). Reaction conditions: time 5 minute. Yields the product NC1=C(C(=NN1C1=C(C=C(C=C1Cl)C(F)(F)F)Cl)C#N)I (5-Amino-3-cyano-1-(2,6-dichloro-4-trifluoromethylphenyl)-4-iodopyrazole). RXN SMILES: [NH2:1][C:2]1[N:6]([C:7]2[C:12]([Cl:13])=[CH:11][C:10]([C:14]([F:17])([F:16])[F:15])=[CH:9][C:8]=2[Cl:18])[N:5]=[C:4]([C:19]#[N:20])[CH:3]=1.[I:21]N1C(=O)CCC1=O.CCCCCC>C(#N)C>[NH2:1][C:2]1[N:6]([C:7]2[C:8]([Cl:18])=[CH:9][C:10]([C:14]([F:16])([F:15])[F:17])=[CH:11][C:12]=2[Cl:13])[N:5]=[C:4]([C:19]#[N:20])[C:3]=1[I:21]. Reported procedure: To a stirred solution of 5-amino-3-cyano-1-(2,6-dichloro-4-trifluoromethylphenyl)pyrazole (5.0 g) in acetonitrile (60 ml) at room temperature was added N-iodosuccinimide (3.52 g), portionwise over a period of five minutes. Stirring was continued for 1 hr and the mixture was then evaporated to dryness to provide the crude product (8.2 g), still containing succinimide. This may be used without further purification or, if desired, purified by partitioning between dichloromethane and water, separati... Reactants: O(C1=CC=CC=C1)CC(=O)N[C@H]1[C@@H]2N(C(=C(CS2)C=C)C(=O)OC(C)(C)C)C1=O (t-butyl 7β-phenoxyacetamido-3-vinylceph-3-em-4-carboxylate), [H][H] (hydrogen). The solvent is C(C)(=O)OCC (ethyl acetate). Yields the product C(C)C=1CS[C@H]2N(C1C(=O)OC(C)(C)C)C([C@H]2NC(COC2=CC=CC=C2)=O)=O (t-Butyl 3-Ethyl-7β-phenoxyacetamidoceph-3-em- 4-carboxylate). The yield is 86.0%. As a reaction SMILES: [O:1]([CH2:8][C:9]([NH:11][C@@H:12]1[C:28](=[O:29])[N:14]2[C:15]([C:21]([O:23][C:24]([CH3:27])([CH3:26])[CH3:25])=[O:22])=[C:16]([CH:19]=[CH2:20])[CH2:17][S:18][C@H:13]12)=[O:10])[C:2]1[CH:7]=[CH:6][CH:5]=[CH:4][CH:3]=1.[H][H]>C(OCC)(=O)C>[CH2:19]([C:16]1[CH2:17][S:18][C@@H:13]2[C@H:12]([NH:11][C:9](=[O:10])[CH2:8][O:1][C:2]3[CH:3]=[CH:4][CH:5]=[CH:6][CH:7]=3)[C:28](=[O:29])[N:14]2[C:15]=1[C:21]([O:23][C:24]([CH3:27])([CH3:25])[CH3:26])=[O:22])[CH3:20]. Procedure details: Hydrogen was bubbled through a suspension of 10%-palladium on carbon (3 g, 0.00282 g atoms) in dry ethyl acetate (100 ml.) for 30 minutes. A solution of t-butyl 7β-phenoxyacetamido-3-vinylceph-3-em-4-carboxylate (1.4 g., 3.36 mmole) in dry ethyl acetate (50 ml.) was added and the mixture was stirred for 21/2 hours in a hydrogen stream and filtered through a bed of kieselguhr. The filtrate was evaporated in vacuo to give the title ester as a white foam (1.21 g, 86.5%), [α]D23 + 55.4° (c 0.85; CHC... Reactants: CCO, C=C(c1ccccc1)c1ccc2c(c1)OC(C(F)(F)F)C(C(=O)OCC)=C2. Yields the product CCOC(=O)C1=Cc2ccc(C(C)c3ccccc3)cc2OC1C(F)(F)F. Reaction SMILES: [CH3:28][CH2:29][OH:30].[c:1]1([C:7](=[CH2:8])[c:9]2[cH:10][cH:11][c:12]3[c:17]([cH:18]2)[O:16][CH:15]([C:19]([F:20])([F:21])[F:22])[C:14]([C:23](=[O:24])[O:25][CH2:26][CH3:27])=[CH:13]3)[cH:2][cH:3][cH:4][cH:5][cH:6]1>>[c:1]1([CH:7]([CH3:8])[c:9]2[cH:10][cH:11][c:12]3[c:17]([cH:18]2)[O:16][CH:15]([C:19]([F:20])([F:21])[F:22])[C:14]([C:23](=[O:24])[O:25][CH2:26][CH3:27])=[CH:13]3)[cH:2][cH:3][cH:4][cH:5][cH:6]1. Reaction SMILES: Br[C:2]1[CH:3]=[C:4]([C:15]([NH:17][CH2:18][C:19]2[C:20](=[O:29])[NH:21][C:22]([CH3:28])=[CH:23][C:24]=2[CH2:25][CH2:26][CH3:27])=[O:16])[C:5]2[C:6]([CH3:14])=[N:7][N:8]([CH:11]([CH3:13])[CH3:12])[C:9]=2[CH:10]=1.[CH3:30][N:31]([CH3:48])[CH2:32][C:33]1[CH:38]=[CH:37][C:36](B2OC(C)(C)C(C)(C)O2)=[CH:35][CH:34]=1>>[CH3:30][N:31]([CH2:32][C:33]1[CH:38]=[CH:37][C:36]([C:2]2[CH:3]=[C:4]([C:15]([NH:17][CH2:18][C:19]3[C:20](=[O:29])[NH:21][C:22]([CH3:28])=[CH:23][C:24]=3[CH2:25][CH2:26][CH3:27])=[O:16])[C:5]3[C:6]([CH3:14])=[N:7][N:8]([CH:11]([CH3:13])[CH3:12])[C:9]=3[CH:10]=2)=[CH:35][CH:34]=1)[CH3:48]. Product: CN(C)CC1=CC=C(C=C1)C=1C=C(C=2C(=NN(C2C1)C(C)C)C)C(=O)NCC=1C(NC(=CC1CCC)C)=O (6-{4-[(dimethylamino)methyl]phenyl}-3-methyl-1-(1-methylethyl)-N-[(6-methyl-2-oxo-4-propyl-1,2-dihydro-3-pyridinyl)methyl]-1H-indazole-4-carboxamide). Reported procedure: The title compound was prepared in the same manner as described for example 67 from 6-bromo-3-methyl-1-(1-methylethyl)-N-[(6-methyl-2-oxo-4-propyl-1,2-dihydro-3-pyridinyl)methyl]-1H-indazole-4-carboxamide (0.090 g, 0.196 mmol) and N,N-dimethyl-1-[4-(4,4,5,5-tetramethyl-1,3,2-dioxaborolan-2-yl)phenyl]methanamine (0.070 g, 0.235 mmol). The product was collected as a white solid (72 mg, 70%); 1H NMR (400 MHz, DMSO-d6) δ ppm 0.93 (t, J=7.33 Hz, 3H), 1.45 (d, J=6.57 Hz, 6H), 1.56 (sxt, J=7.53 Hz, 2H)... Reactants: BrC=1C=C(C=2C(=NN(C2C1)C(C)C)C)C(=O)NCC=1C(NC(=CC1CCC)C)=O (6-bromo-3-methyl-1-(1-methylethyl)-N-[(6-methyl-2-oxo-4-propyl-1,2-dihydro-3-pyridinyl)methyl]-1H-indazole-4-carboxamide), CN(CC1=CC=C(C=C1)B1OC(C(O1)(C)C)(C)C)C (N,N-dimethyl-1-[4-(4,4,5,5-tetramethyl-1,3,2-dioxaborolan-2-yl)phenyl]methanamine). The reactants are NC1=C(C(=O)OC)C=C(C(=C1C)C)Br (methyl 2-amino-5-bromo-3,4-dimethylbenzoate), N(=O)[O-].[Na+] (sodium nitrite). Run in S(O)(O)(=O)=O (sulfuric acid), S(O)(O)(=O)=O (sulfuric acid). Run at temperature 100 celsius, time 50 minute. The product is BrC=1C(=C(C(=C(C(=O)OC)C1)O)C)C (methyl 5-bromo-2-hydroxy-3,4-dimethylbenzoate). Isolated yield 91.4%. RXN SMILES: N[C:2]1[C:11]([CH3:12])=[C:10]([CH3:13])[C:9]([Br:14])=[CH:8][C:3]=1[C:4]([O:6][CH3:7])=[O:5].N([O-])=[O:16].[Na+]>S(=O)(=O)(O)O>[Br:14][C:9]1[C:10]([CH3:13])=[C:11]([CH3:12])[C:2]([OH:16])=[C:3]([CH:8]=1)[C:4]([O:6][CH3:7])=[O:5] |f:1.2|. Procedure: To an aqueous solution (160 mL) of methyl 2-amino-5-bromo-3,4-dimethylbenzoate (28.0 g) in 25% sulfuric acid was added dropwise an aqueous solution (80.0 mL) of sodium nitrite (11.2 g) over 50 min at the internal temperature of 2-3° C. under ice-cooling. Then, 5% aqueous sulfuric acid solution (1600 mL) was added dropwise thereto over 50 min at 0-15° C. The reaction mixture was stirred at 100° C. for 2 hr. The reaction mixture was allowed to be cooled to room temperature, and the precipitate was... The reactants are COC(=O)CCc1cc(C(C)(C)C)c(O)c(C(C)(C)C)c1, Cc1ccccc1, Cl. Yields the product COC(=O)CCc1ccc(O)c(C(C)(C)C)c1. RXN SMILES: [C:1]([CH3:2])([CH3:3])([CH3:4])[c:5]1[cH:6][c:7]([CH2:16][CH2:17][C:18](=[O:19])[O:20][CH3:21])[cH:8][c:9]([C:12]([CH3:13])([CH3:14])[CH3:15])[c:10]1[OH:11].[CH3:23][c:24]1[cH:25][cH:26][cH:27][cH:28][cH:29]1.[ClH:22]>>[C:1]([CH3:2])([CH3:3])([CH3:4])[c:5]1[cH:6][c:7]([CH2:16][CH2:17][C:18](=[O:19])[O:20][CH3:21])[cH:8][cH:9][c:10]1[OH:11]. Starting materials: C(C)(C)(C)[Si](OC(C(=O)N1CC2=C(CC1)N=C(O2)C2=CC=CC=C2)CC)(C)C (2-(tert-butyl-dimethyl-silanyloxy)-1-(2-phenyl-6,7-dihydro-4H-oxazolo[5,4-c]pyridin-5-yl)-butan-1-one), COC=1C=CC(=CC1)P2(=S)SP(=S)(S2)C=3C=CC(=CC3)OC (Lawesson's reagent). Run in C1(=CC=CC=C1)C (toluene). Run at temperature 90 celsius, time 8 hour. Product: C(C)(C)(C)[Si](OC(C(=S)N1CC2=C(CC1)N=C(O2)C2=CC=CC=C2)CC)(C)C (2-(tert-butyl-dimethyl-silanyloxy)-1-(2-phenyl-6,7-dihydro-4H-oxazolo[5,4-c]pyridin-5-yl)-butan-1-thione). RXN SMILES: [C:1]([Si:5]([CH3:28])([CH3:27])[O:6][CH:7]([CH2:25][CH3:26])[C:8]([N:10]1[CH2:15][CH2:14][C:13]2[N:16]=[C:17]([C:19]3[CH:24]=[CH:23][CH:22]=[CH:21][CH:20]=3)[O:18][C:12]=2[CH2:11]1)=O)([CH3:4])([CH3:3])[CH3:2].COC1C=CC(P2(SP(C3C=CC(OC)=CC=3)(=S)S2)=[S:38])=CC=1>C1(C)C=CC=CC=1>[C:1]([Si:5]([CH3:28])([CH3:27])[O:6][CH:7]([CH2:25][CH3:26])[C:8]([N:10]1[CH2:15][CH2:14][C:13]2[N:16]=[C:17]([C:19]3[CH:24]=[CH:23][CH:22]=[CH:21][CH:20]=3)[O:18][C:12]=2[CH2:11]1)=[S:38])([CH3:4])([CH3:3])[CH3:2]. Reported procedure: 680.00 mg (1.70 mmol) 2-(tert-butyl-dimethyl-silanyloxy)-1-(2-phenyl-6,7-dihydro-4H-oxazolo[5,4-c]pyridin-5-yl)-butan-1-one and 1.40 g (3.46 mmol) Lawesson's reagent are placed in 35 mL toluene and stirred overnight at 90° C. The solvent of the reaction mixture is eliminated in vacuo and the residue is purified on silica gel. (Eluant: cyclohexane/EA).